This data is from the Open Reaction Database (ORD), a public repository of structured organic reaction records. The task is: describe an organic reaction: reactants, conditions, products, and yield Reactants: COC1=CC=C(C=C1)C1=CC(=NN1C1=CC=CC=C1)CCC=O (3-(5-(4-methoxyphenyl)-1-phenyl-1H-pyrazol-3-yl)propanal), [BH-](OC(=O)C)(OC(=O)C)OC(=O)C.[Na+] (NaBH(OAc)3), CC=1C=C(C=CC1C)N1CCNCC1 (1-(3,4-dimethylphenyl)piperazine), CCN(C(C)C)C(C)C (DIPEA). As a reaction SMILES: [CH3:1][O:2][C:3]1[CH:8]=[CH:7][C:6]([C:9]2[N:13]([C:14]3[CH:19]=[CH:18][CH:17]=[CH:16][CH:15]=3)[N:12]=[C:11]([CH2:20][CH2:21][CH:22]=O)[CH:10]=2)=[CH:5][CH:4]=1.[CH3:24][C:25]1[CH:26]=[C:27]([N:32]2[CH2:37][CH2:36][NH:35][CH2:34][CH2:33]2)[CH:28]=[CH:29][C:30]=1[CH3:31].CCN(C(C)C)C(C)C.[BH-](OC(C)=O)(OC(C)=O)OC(C)=O.[Na+]>>[CH3:1][O:2][C:3]1[CH:4]=[CH:5][C:6]([C:9]2[N:13]([C:14]3[CH:15]=[CH:16][CH:17]=[CH:18][CH:19]=3)[N:12]=[C:11]([CH2:20][CH2:21][CH2:22][N:35]3[CH2:36][CH2:37][N:32]([C:27]4[CH:28]=[CH:29][C:30]([CH3:31])=[C:25]([CH3:24])[CH:26]=4)[CH2:33][CH2:34]3)[CH:10]=2)=[CH:7][CH:8]=1 |f:3.4|. Procedure: 105 mg (82%) of target compound was obtained by using a method same as in Example 1 by using 3-(5-(4-methoxyphenyl)-1-phenyl-1H-pyrazol-3-yl)propanal (75 mg, 0.245 mmol), 1-(3,4-dimethylphenyl)piperazine (47 mg, 0.245 mmol), DIPEA (0.064 mL, 0.368 mmol) and NaBH(OAc)3 (156 mg, 0.735 mmol). The product is COC1=CC=C(C=C1)C1=CC(=NN1C1=CC=CC=C1)CCCN1CCN(CC1)C1=CC(=C(C=C1)C)C (1-(3-(5-(4-methoxyphenyl)-1-phenyl-1H-pyrazol-3-yl)propyl)-4-(3,4-dimethylphenyl)piperazine). Starting materials: CC(C)(C)C(=O)CN1C(=O)C(NC(=O)Oc2ccccc2)CN(C2CCCCC2)c2ccccc21, CN(C)c1ccncc1, CS(C)=O, Nc1cccc(C(=O)[O-])c1, [Na+]. Product: CC(C)(C)C(=O)CN1C(=O)C(NC(=O)Nc2cccc(C(=O)O)c2)CN(C2CCCCC2)c2ccccc21. RXN SMILES: [C:12]([CH3:13])([CH3:14])([CH3:15])[C:16](=[O:17])[CH2:18][N:19]1[C:20](=[O:46])[CH:21]([NH:36][C:37](=[O:38])[O:39][c:40]2[cH:41][cH:42][cH:43][cH:44][cH:45]2)[CH2:22][N:23]([CH:30]2[CH2:31][CH2:32][CH2:33][CH2:34][CH2:35]2)[c:24]2[c:25]1[cH:26][cH:27][cH:28][cH:29]2.[CH3:47][N:48]([CH3:49])[c:50]1[cH:51][cH:52][n:53][cH:54][cH:55]1.[CH3:56][S:57]([CH3:58])=[O:59].[NH2:1][c:2]1[cH:3][c:4]([C:5](=[O:6])[O-:7])[cH:8][cH:9][cH:10]1.[Na+:11]>>[NH:1]([c:2]1[cH:3][c:4]([C:5](=[O:6])[OH:7])[cH:8][cH:9][cH:10]1)[C:37]([NH:36][CH:21]1[C:20](=[O:46])[N:19]([CH2:18][C:16]([C:12]([CH3:13])([CH3:14])[CH3:15])=[O:17])[c:25]2[c:24]([cH:29][cH:28][cH:27][cH:26]2)[N:23]([CH:30]2[CH2:31][CH2:32][CH2:33][CH2:34][CH2:35]2)[CH2:22]1)=[O:38]. Reactants: FC=1C=C2C=C(NC2=CC1F)C=1C=CC(=C(C1)NS(=O)(=O)C1=CC(=CC=C1)[N+](=O)[O-])OC (N-[5-(5,6-Difluoro-1H-indol-2-yl)-2-methoxy-phenyl]-3-nitro-benzenesulfonamide). The reagents and catalysts are [Zn] (zinc). Run in C(C)(=O)O (acetic acid). Conditions: time 2 hour. Product: NC=1C=C(C=CC1)S(=O)(=O)NC1=C(C=CC(=C1)C=1NC2=CC(=C(C=C2C1)F)F)OC (3-Amino-N-[5-(5,6-difluoro-1H-indol-2-yl)-2-methoxy-phenyl]-benzenesulfonamide). The yield is 82.1%. As a reaction SMILES: [F:1][C:2]1[CH:3]=[C:4]2[C:8](=[CH:9][C:10]=1[F:11])[NH:7][C:6]([C:12]1[CH:13]=[CH:14][C:15]([O:31][CH3:32])=[C:16]([NH:18][S:19]([C:22]3[CH:27]=[CH:26][CH:25]=[C:24]([N+:28]([O-])=O)[CH:23]=3)(=[O:21])=[O:20])[CH:17]=1)=[CH:5]2>C(O)(=O)C.[Zn]>[NH2:28][C:24]1[CH:23]=[C:22]([S:19]([NH:18][C:16]2[CH:17]=[C:12]([C:6]3[NH:7][C:8]4[C:4]([CH:5]=3)=[CH:3][C:2]([F:1])=[C:10]([F:11])[CH:9]=4)[CH:13]=[CH:14][C:15]=2[O:31][CH3:32])(=[O:20])=[O:21])[CH:27]=[CH:26][CH:25]=1. Procedure details: The product from Example 15 (0.388 g, 0.84 mmol) was taken up in glacial acetic acid (25 mL), and zinc dust (2.8 g, 325 mesh) was added in portions over 3 minutes and was then stirred 2 hours at room temperature. The zinc was filtered off and washed with ethyl acetate and tetrahydrofuran. The organic solution was concentrated to dryness, the residue partitioned between ethyl acetate (200 mL) and sodium bicarbonate solution (200 mL), the organic layer washed with brine and dried (magnesium sulfat... Reactants: C, CCCCCC1CCC(CCC=Cc2ccc(C#N)cc2)CC1, CCOC(C)=O, [H][H], [Pd]. The product is CCCCCC1CCC(CCCCc2ccc(C#N)cc2)CC1. As a reaction SMILES: [C:26].[CH2:1]([CH2:2][CH2:3][CH2:4][CH3:5])[CH:6]1[CH2:7][CH2:8][CH:9]([CH2:12][CH2:13][CH:14]=[CH:15][c:16]2[cH:17][cH:18][c:19]([C:20]#[N:21])[cH:22][cH:23]2)[CH2:10][CH2:11]1.[CH3:28][CH2:29][O:30][C:31](=[O:32])[CH3:33].[H:24][H:25].[Pd:27]>>[CH2:1]([CH2:2][CH2:3][CH2:4][CH3:5])[CH:6]1[CH2:7][CH2:8][CH:9]([CH2:12][CH2:13][CH2:14][CH2:15][c:16]2[cH:17][cH:18][c:19]([C:20]#[N:21])[cH:22][cH:23]2)[CH2:10][CH2:11]1. The reactants are 0107436 A2, O (water), COC(=O)C=1C=C2C(=NC1)NC(=C2)C(NC2CCN(CC2)C(C)C)=O (2-(1-Isopropyl-piperidin-4-ylcarbamoyl)-1H-pyrrolo[2,3-b]pyridine-5-carboxylic acid methyl ester), [H-].[Na+] (sodium hydride), BrCC1=NOC(=C1)C=1SC(=CC1)Cl (3-Bromomethyl-5-(5-chloro-thiophen-2-yl)-isoxazole). The solvent is CN(C)C=O (DMF). Reaction conditions: time 30 minute. Product: COC(=O)C=1C=C2C(=NC1)N(C(=C2)C(NC2CCN(CC2)C(C)C)=O)CC2=NOC(=C2)C=2SC(=CC2)Cl (1-[5-(5-Chloro-thiophen-2-yl)-isoxazol-3-ylmethyl]-2-(1-isopropyl-piperidin-4-ylcarbamoyl)-1H-pyrrolo[2,3-b]pyridine-5-carboxylic acid methyl ester). Isolated yield 33.5%. Reaction SMILES: [CH3:1][O:2][C:3]([C:5]1[CH:6]=[C:7]2[CH:13]=[C:12]([C:14](=[O:25])[NH:15][CH:16]3[CH2:21][CH2:20][N:19]([CH:22]([CH3:24])[CH3:23])[CH2:18][CH2:17]3)[NH:11][C:8]2=[N:9][CH:10]=1)=[O:4].[H-].[Na+].Br[CH2:29][C:30]1[CH:34]=[C:33]([C:35]2[S:36][C:37]([Cl:40])=[CH:38][CH:39]=2)[O:32][N:31]=1.O>CN(C=O)C>[CH3:1][O:2][C:3]([C:5]1[CH:6]=[C:7]2[CH:13]=[C:12]([C:14](=[O:25])[NH:15][CH:16]3[CH2:21][CH2:20][N:19]([CH:22]([CH3:23])[CH3:24])[CH2:18][CH2:17]3)[N:11]([CH2:29][C:30]3[CH:34]=[C:33]([C:35]4[S:36][C:37]([Cl:40])=[CH:38][CH:39]=4)[O:32][N:31]=3)[C:8]2=[N:9][CH:10]=1)=[O:4] |f:1.2|. Reported procedure: To a solution of 1.2 g 2-(1-Isopropyl-piperidin-4-ylcarbamoyl)-1H-pyrrolo[2,3-b]pyridine-5-carboxylic acid methyl ester in 20 mL DMF, 91 mg sodium hydride (95%) were added at 0° C. Then the reaction mixture was warmed to RT and stirred for 30 min. After cooling again to 0° C., 967 mg 3-Bromomethyl-5-(5-chloro-thiophen-2-yl)-isoxazole [prepared by adopting a procedure described by Ewing, William R.; Becker, Michael R.; Choi-Sledeski, Yong Mi; Pauls, Heinz W.; He, Wei; Condon, Stephen M.; Davis, R... Starting materials: BrB(Br)Br, CCC(CC)Nc1cc(C)nc(Oc2c(C)cc(Br)cc2C)c1OC, ClCCl. The product is CCC(CC)Nc1cc(C)nc(Oc2c(C)cc(Br)cc2C)c1O. As a reaction SMILES: [B:26]([Br:27])([Br:28])[Br:29].[Br:1][c:2]1[cH:3][c:4]([CH3:25])[c:5]([O:6][c:7]2[n:8][c:9]([CH3:21])[cH:10][c:11]([NH:15][CH:16]([CH2:17][CH3:18])[CH2:19][CH3:20])[c:12]2[O:13][CH3:14])[c:22]([CH3:24])[cH:23]1.[CH2:30]([Cl:31])[Cl:32]>>[Br:1][c:2]1[cH:3][c:4]([CH3:25])[c:5]([O:6][c:7]2[n:8][c:9]([CH3:21])[cH:10][c:11]([NH:15][CH:16]([CH2:17][CH3:18])[CH2:19][CH3:20])[c:12]2[OH:13])[c:22]([CH3:24])[cH:23]1. Reactants: C1(=C(C(=CC(=C1)C)C)S(=O)(=O)Cl)C (mesitylenesulphonyl chloride), CNCCO (2-methylaminoethanol), C(C)(=O)O (acetic acid). The solvent is N1=CC=CC=C1 (pyridine). The product is C1(=C(C(=CC(=C1)C)C)S(=O)(=O)O)C.OCCN(S(=O)(=O)C1=C(C=C(C=C1C)C)C)C (N-(2-hydroxyethyl)-N-methylmesitylenesulphonamide mesitylenesulphonate). Yield: 1622.9%. Reaction SMILES: [C:1]1([CH3:13])[CH:6]=[C:5]([CH3:7])[CH:4]=[C:3]([CH3:8])[C:2]=1[S:9](Cl)(=[O:11])=[O:10].[CH3:14][NH:15][CH2:16][CH2:17][OH:18].C(O)(=O)C>N1C=CC=CC=1>[C:1]1([CH3:13])[CH:6]=[C:5]([CH3:7])[CH:4]=[C:3]([CH3:8])[C:2]=1[S:9]([OH:18])(=[O:11])=[O:10].[OH:18][CH2:17][CH2:16][N:15]([CH3:14])[S:9]([C:2]1[C:3]([CH3:8])=[CH:4][C:5]([CH3:7])=[CH:6][C:1]=1[CH3:13])(=[O:11])=[O:10] |f:4.5|. Reported procedure: 66 g (0.3 mole) mesitylenesulphonyl chloride in 37.5 ml pyridine were added dropwise at -5° C. to 11.2 g (0.015 mole) 2-methylaminoethanol. The reaction mixture was kept in a cooler (4° C.) overnight and then poured on ice. 20 ml acetic acid were added and the product was washed with water, taken up in diethyl ether, washed with water and dried with Na2SO4. The solvent was removed in vacuum, giving 55.7 g pale yellow crystals of the title compound, m.p. 94° C. Reaction SMILES: [C:1]([O:2][C:3](=[O:4])[N:8]1[CH2:9][CH:10]([O:27][CH3:28])[CH:11]([n:14]2[c:15]([CH:24]3[CH2:25][CH2:26]3)[n:16][c:17]3[c:18]2[cH:19][cH:20][c:21]([CH3:23])[cH:22]3)[CH2:12][CH2:13]1)([CH3:5])([CH3:6])[CH3:7].[ClH:29].[O:30]1[CH2:31][CH2:32][O:33][CH2:34][CH2:35]1>>[ClH:29].[NH:8]1[CH2:9][CH:10]([O:27][CH3:28])[CH:11]([n:14]2[c:15]([CH:24]3[CH2:25][CH2:26]3)[n:16][c:17]3[c:18]2[cH:19][cH:20][c:21]([CH3:23])[cH:22]3)[CH2:12][CH2:13]1. The product is Cl, COC1CNCCC1n1c(C2CC2)nc2cc(C)ccc21. Reactants: COC1CN(C(=O)OC(C)(C)C)CCC1n1c(C2CC2)nc2cc(C)ccc21, Cl, C1COCCO1. Reactants: C(C1=CC=CC=C1)(=O)SCC(C(=O)NC=1C=C(C(=O)O)C=CC1)CC1=CC=CC=C1 (N-[2-Benzoylthiomethyl-3-Phenylpropionyl]-3-Aminobenzoic Acid), C(C)(=O)SCC(C(=O)NC1=CC=C(C(=O)O)C=C1)CC1=CC=CC=C1 (N-[2-Acetylthiomethyl-3-Phenylpropionyl]-4-Aminobenzoic Acid). Yields the product SCC(C(=O)NC1=CC=C(C(=O)O)C=C1)CC1=CC=CC=C1 (N-[2-Mercaptomethyl-3-Phenylpropionyl]-4-Aminobenzoic Acid). Reaction SMILES: C(SCC(CC1C=CC=CC=1)C(NC1C=C(C=CC=1)C(O)=O)=O)(=O)C1C=CC=CC=1.C([S:34][CH2:35][CH:36]([CH2:49][C:50]1[CH:55]=[CH:54][CH:53]=[CH:52][CH:51]=1)[C:37]([NH:39][C:40]1[CH:48]=[CH:47][C:43]([C:44]([OH:46])=[O:45])=[CH:42][CH:41]=1)=[O:38])(=O)C>>[SH:34][CH2:35][CH:36]([CH2:49][C:50]1[CH:51]=[CH:52][CH:53]=[CH:54][CH:55]=1)[C:37]([NH:39][C:40]1[CH:48]=[CH:47][C:43]([C:44]([OH:46])=[O:45])=[CH:42][CH:41]=1)=[O:38]. Procedure details: Using the procedure of Example 3, replace the product of Example 1 with the product of Example 6 to obtain the title compound as a white solid, m.p.=166°-168° C. TLC: Rf=0.6 (silica gel; dichloromethane:methanol:acetic acid, 95:4.5:0.5). Reactants: FC(C(=O)O[IH]C1=C(C=CC=C1)[IH]OC(C(F)(F)F)=O)(F)F (Bis((trifluoroacetoxy)iodo)benzene), C1(=CC=CC=C1)C12CC3(CC(CC(C1)C3)C2)C2=CC=CC=C2 (1,3-diphenyl adamantane), II (iodine). The solvent is C(Cl)Cl (CH2Cl2). Reaction conditions: time 3 hour. Product: IC1=CC=C(C=C1)C12CC3(CC(CC(C1)C3)C2)C2=CC=C(C=C2)I (1,3-di(4-iodophenyl)adamantane). Yield: 80.8%. As a reaction SMILES: FC(F)(F)C(O[IH][C:7]1[CH:12]=[CH:11][CH:10]=[CH:9][C:8]=1[IH:13]OC(=O)C(F)(F)F)=O.[C:23]1([C:29]23[CH2:38][CH:33]4[CH2:34][CH:35]([CH2:37][C:31](C5C=CC=CC=5)([CH2:32]4)[CH2:30]2)[CH2:36]3)[CH:28]=[CH:27][CH:26]=[CH:25][CH:24]=1.[I:45]I>C(Cl)Cl>[I:45][C:26]1[CH:27]=[CH:28][C:23]([C:29]23[CH2:38][CH:33]4[CH2:34][CH:35]([CH2:37][C:31]([C:11]5[CH:12]=[CH:7][C:8]([I:13])=[CH:9][CH:10]=5)([CH2:32]4)[CH2:30]2)[CH2:36]3)=[CH:24][CH:25]=1. Procedure: Bis((trifluoroacetoxy)iodo)benzene (26.24 g, 0.061 mol) and 1,3-diphenyl adamantane (16.00 g, 0.055 mol) and were dissolved in 150 mL of anhydrous CH2Cl2. To this solution was added sublimed iodine (14.08 g, 0.055 mol) and the dark purple solution was stirred at room temperature under dry nitrogen for 3 h until the pink color disappeared. Most of the product precipitated out of reaction as white fine crystals. The crystals were collected by filtration and washed with minimum amount of CH2Cl2 to ...